Dataset: the Open Reaction Database (ORD), a public repository of structured organic reaction records. Task: describe an organic reaction: reactants, conditions, products, and yield Starting materials: CC1C=C(N=CC2=C1CCC=1CC(NC21)C(=O)OC(C)(C)C)N2C(N=C(C=C2)C=2C=NC(=CC2)C(F)(F)F)=O (tert-butyl 6-methyl-8-(2-oxo-4-(6-(trifluoromethyl)pyridin-3-yl)pyrimidin-1(2H)-yl)-3,4,5,6-tetrahydroazepino[4,3-]indole-2(1H) carboxylate), C(=O)(C(F)(F)F)O (TFA), C(Cl)Cl (DCM). Conditions: time 2 hour. Product: Cl.CN1C2=C(C=3C=CC(=CC13)N1C(N=C(C=C1)C=1C=NC(=CC1)C(F)(F)F)=O)CNCCC2 (1-(6-Methyl-1,2,3,4,5,6-hexahydroazepino[4,3-b]indol-8-yl)-4-(6-(trifluoromethyl)pyridin-3-yl)pyrimidin-2 (1H)-one hydrochloride). Yield: 37.0%. RXN SMILES: C[CH:2]1[C:8]2[CH2:9][CH2:10][C:11]3[CH2:12][CH:13](C(OC(C)(C)C)=O)[NH:14][C:15]=3[C:7]=2[CH:6]=[N:5][C:4]([N:23]2[CH:28]=[CH:27][C:26]([C:29]3[CH:30]=[N:31]C(C(F)(F)F)=[CH:33][CH:34]=3)=[N:25][C:24]2=[O:39])=[CH:3]1.[C:40](O)([C:42]([F:45])([F:44])[F:43])=O.[CH2:47](Cl)[Cl:48]>>[ClH:48].[CH3:47][N:5]1[C:2]2[CH:3]=[C:4]([N:23]3[CH:28]=[CH:27][C:26]([C:29]4[CH:30]=[N:31][C:40]([C:42]([F:45])([F:44])[F:43])=[CH:33][CH:34]=4)=[N:25][C:24]3=[O:39])[CH:10]=[CH:9][C:8]=2[C:7]2[CH2:15][NH:14][CH2:13][CH2:12][CH2:11][C:6]1=2 |f:3.4|. Procedure details: To a solution of tert-butyl 6-methyl-8-(2-oxo-4-(6-(trifluoromethyl)pyridin-3-yl)pyrimidin-1(2H)-yl)-3,4,5,6-tetrahydroazepino[4,3-]indole-2(1H) carboxylate (55 mg, 0.13 mmol) in DCM (10 mL) was added TFA (0.50 mL). The reaction solution was stirred at room temperature for 2 h and then concentrated under reduced pressure. The resulting residue was purified by semi-preparative HPLC (Phenomenex Luna C18 (2), 250.0×21.20 mm, 10 micron, H2O with 0.05% TFA and CH3CN with 0.05% TFA). The resulting fre... The reactants are COc1ccccc1B(O)O, O=C(Nc1ccc(-c2ccccc2)nc1)C1(c2ccc3c(c2)OCO3)CC1, O=C(Nc1ccc(Br)nc1)C1(c2ccc3c(c2)OCO3)CC1. Product: COc1ccccc1-c1ccc(NC(=O)C2(c3ccc4c(c3)OCO4)CC2)cn1. RXN SMILES: [CH3:28][O:29][c:30]1[cH:31][cH:32][cH:33][cH:34][c:35]1[B:36]([OH:37])[OH:38].[O:1]1[CH2:2][O:3][c:4]2[c:5]1[cH:6][cH:7][c:8]([C:10]1([C:13](=[O:14])[NH:15][c:16]3[cH:17][n:18][c:19](-[c:22]4[cH:23][cH:24][cH:25][cH:26][cH:27]4)[cH:20][cH:21]3)[CH2:11][CH2:12]1)[cH:9]2.[O:39]1[c:40]2[cH:41][cH:42][c:43]([C:44]3([C:45]([NH:46][c:47]4[cH:48][n:49][c:50]([Br:51])[cH:52][cH:53]4)=[O:54])[CH2:55][CH2:56]3)[cH:57][c:58]2[O:59][CH2:60]1>>[O:1]1[CH2:2][O:3][c:4]2[c:5]1[cH:6][cH:7][c:8]([C:10]1([C:13](=[O:14])[NH:15][c:16]3[cH:17][n:18][c:19](-[c:22]4[c:23]([O:29][CH3:28])[cH:24][cH:25][cH:26][cH:27]4)[cH:20][cH:21]3)[CH2:11][CH2:12]1)[cH:9]2. Yield: 52.5%. As a reaction SMILES: [CH2:1]([C:3]1[CH:4]=[C:5]([C:11]2[O:15][N:14]=[C:13]([C:16]3[CH:21]=[C:20]([CH3:22])[C:19]([OH:23])=[C:18]([CH2:24][CH3:25])[CH:17]=3)[N:12]=2)[CH:6]=[N:7][C:8]=1[CH2:9][CH3:10])[CH3:2].[CH2:26]([CH:28]1[O:30][CH2:29]1)Cl>C(O)(C)C.[OH-].[Na+].CC(=O)OCC>[CH2:9]([C:8]1[C:3]([CH2:1][CH3:2])=[CH:4][C:5]([C:11]2[O:15][N:14]=[C:13]([C:16]3[CH:21]=[C:20]([CH3:22])[C:19]([O:23][CH2:26][CH:28]4[CH2:29][O:30]4)=[C:18]([CH2:24][CH3:25])[CH:17]=3)[N:12]=2)=[CH:6][N:7]=1)[CH3:10] |f:3.4|. Starting materials: C(C)C=1C=C(C=NC1CC)C1=NC(=NO1)C1=CC(=C(C(=C1)C)O)CC (4-[5-(5,6-diethyl-pyridin-3-yl)-[1,2,4]oxadiazol-3-yl]-2-ethyl-6-methyl-phenol), C(Cl)C1CO1 (epichlorhydrine). Procedure: To a solution of 4-[5-(5,6-diethyl-pyridin-3-yl)-[1,2,4]oxadiazol-3-yl]-2-ethyl-6-methyl-phenol (150 mg, 0.445 mmol) in isopropanol (10 mL) and 3 N aq. NaOH (3 mL), epichlorhydrine (164 mg, 1.78 mmol) is added. The mixture is stirred at rt for 20 h. The mixture is diluted with EA and washed with sat. aq. NaHCO3 solution. The org. extract is dried over MgSO4, filtered and evaporated. The crude product is purified by chromatography on prep. TLC plates with EA-heptane to give (RS)-2,3-diethyl-5-[3-... The product is C(C)C1=NC=C(C=C1CC)C1=NC(=NO1)C1=CC(=C(C(=C1)C)OCC1OC1)CC ((RS)-2,3-diethyl-5-[3-(3-ethyl-5-methyl-4-oxiranylmethoxy-phenyl)-[1,2,4]oxadiazol-5-yl]-pyridine). Solvent: C(C)(C)O (isopropanol), [OH-].[Na+] (NaOH), CC(OCC)=O (EA). Conditions: time 20 hour.